describe an organic reaction: reactants, conditions, products, and yield From a dataset of the Open Reaction Database (ORD), a public repository of structured organic reaction records. Starting materials: ClC1=NC=CC2=CC=C(C=C12)C(=O)OCC (ethyl 1-chloroisoquinoline-7-carboxylate), COC1=CC=C(CN)C=C1 (4-methoxy-benzylamine), C([O-])([O-])=O.[K+].[K+] (potassium carbonate). The solvent is CN(C=O)C (N,N-dimethylformamide), C(C)(=O)OCC (ethyl acetate), O (water). Conditions: temperature 70 celsius, time 8 hour. The product is COC1=CC=C(CNC2=NC=CC3=CC=C(C=C23)C(=O)OCC)C=C1 (ethyl 1-(4-methoxybenzylamino)isoquinoline-7-carboxylate). Yield: 55.1%. As a reaction SMILES: Cl[C:2]1[C:11]2[C:6](=[CH:7][CH:8]=[C:9]([C:12]([O:14][CH2:15][CH3:16])=[O:13])[CH:10]=2)[CH:5]=[CH:4][N:3]=1.[CH3:17][O:18][C:19]1[CH:26]=[CH:25][C:22]([CH2:23][NH2:24])=[CH:21][CH:20]=1.C(=O)([O-])[O-].[K+].[K+]>CN(C)C=O.C(OCC)(=O)C.O>[CH3:17][O:18][C:19]1[CH:26]=[CH:25][C:22]([CH2:23][NH:24][C:2]2[C:11]3[C:6](=[CH:7][CH:8]=[C:9]([C:12]([O:14][CH2:15][CH3:16])=[O:13])[CH:10]=3)[CH:5]=[CH:4][N:3]=2)=[CH:21][CH:20]=1 |f:2.3.4|. Reported procedure: To a solution of ethyl 1-chloroisoquinoline-7-carboxylate (548 mg, 2.32 mmol) in N,N-dimethylformamide (9.3 mL) was added 4-methoxy-benzylamine (4.6 mL, 35 mmol) and potassium carbonate (5.14 g, 37.2 mmol). The reaction was heated to 70° C. and stirred overnight. The reaction was cooled to room temperature and was diluted with ethyl acetate and water. The layers were separated and the aqueous was extracted twice with ethyl acetate. The combined organics were washed with water and brine, dried ov... Starting materials: O=C1NCCCC(C1)=O (2,4-Dioxohexahydroazepine), C(OC)([O-])[O-] (methyl orthoformate). The reagents and catalysts are C1(=CC=C(C=C1)S(=O)(=O)O)C (p-toluenesulfonic acid). Product: COC1CC(NCCC1)=O (4-methoxy-2,4,6,7-tetrahydroazepine-2-one). The yield is 63.0%. As a reaction SMILES: [O:1]=[C:2]1[CH2:8][C:7](=[O:9])[CH2:6][CH2:5][CH2:4][NH:3]1.[CH:10]([O-])([O-])OC>C1(C)C=CC(S(O)(=O)=O)=CC=1>[CH3:10][O:9][CH:7]1[CH2:6][CH2:5][CH2:4][NH:3][C:2](=[O:1])[CH2:8]1. Procedure details: 2,4-Dioxohexahydroazepine (4.57 g), methyl orthoformate (8.15 g) and p-toluenesulfonic acid (215 mg) are treated in the same manner as described in Example 1-(1) to give 4-methoxy-2,4,6,7-tetrahydroazepine-2-one (3.24 g, 63.8%) as colorless prisms. m.p. 70°-73° C. Starting materials: stainless steel, 78, C(OC)(OC)=O (dimethyl carbonate), C(C)(=O)OC1=CC=CC=C1 (phenyl acetate), [O-]CCCC.[O-]CCCC.C(CCC)[Sn+2]CCCC (dibutyl tin dibutoxide). Reaction conditions: time 1 hour. The product is 89, C(OC1=CC=CC=C1)(OC1=CC=CC=C1)=O (diphenyl carbonate). RXN SMILES: C(=O)(OC)OC.[C:7]([O:10][C:11]1[CH:16]=[CH:15][CH:14]=[CH:13][CH:12]=1)(=[O:9])C.[O-:17][CH2:18][CH2:19][CH2:20][CH3:21].[O-][CH2:23][CH2:24]CC.C([Sn+2]CCCC)CCC>>[C:7](=[O:9])([O:10][C:11]1[CH:16]=[CH:15][CH:14]=[CH:13][CH:12]=1)[O:17][C:18]1[CH:24]=[CH:23][CH:21]=[CH:20][CH:19]=1 |f:2.3.4|. Procedure: In a stainless steel pressure vessel equipped with a distillation column packed with PRO-PAK protruded 0.16 inch stainless steel packing, air condensor, and receiver, and equipped to maintain pressure from a nitrogen regulator, a quantity of 78 parts dimethyl carbonate, 136 parts phenyl acetate, and 0.5 part dibutyl tin dibutoxide was heated, at 200 psig, to 240° C. for one hour, and then at atmospheric pressure for one hour. A quantity of 89 parts (83% of the theorectical) of diphenyl carbonate...